This data is from the Open Reaction Database (ORD), a public repository of structured organic reaction records. The task is: describe an organic reaction: reactants, conditions, products, and yield Starting materials: [OH-].[Na+] (sodium hydroxide), ClC=1C=C(N)C=C(C1)Cl (3,5-dichloroaniline), C(C)C(C(=O)[O-])=O (ethylglyoxalate), CC1=CC=C(C=C)C=C1 (4-methylstyrene), FC(C(=O)O)(F)F (trifluoroacetic acid). The solvent is C(C)#N (acetonitrile), C(C)O (ethanol). Yields the product ClC1=C2C(CC(NC2=CC(=C1)Cl)C(=O)O)C1=CC=C(C=C1)C (5,7-dichloro-4-p-tolyl-1,2,3,4-tetrahydroquinoline-2-Carboxylic Acid). RXN SMILES: [Cl:1][C:2]1[CH:3]=[C:4]([CH:6]=[C:7]([Cl:9])[CH:8]=1)[NH2:5].[CH2:10]([C:12](=O)[C:13]([O-:15])=[O:14])[CH3:11].[CH3:17][C:18]1[CH:25]=[CH:24][C:21](C=C)=[CH:20][CH:19]=1.FC(F)(F)C(O)=O.[OH-].[Na+]>C(#N)C.C(O)C>[Cl:1][C:2]1[CH:8]=[C:7]([Cl:9])[CH:6]=[C:4]2[C:3]=1[CH:11]([C:21]1[CH:24]=[CH:25][C:18]([CH3:17])=[CH:19][CH:20]=1)[CH2:10][CH:12]([C:13]([OH:15])=[O:14])[NH:5]2 |f:4.5|. Procedure: Compound 20 was prepared by the basic process from 5.0 mmol 3,5-dichloroaniline, 5.5 mmol ethylglyoxalate solution (50% toluene), 15.0 mmol 4-methylstyrene and 5.0 mmol trifluoroacetic acid in 30.0 ml acetonitrile. Subsequent saponification was carried out using 1.0 ml of sodium hydroxide solution (6N water) in 20.0 ml of ethanol. The reactants are COC(CC1=CC(=CC=C1)CNC1CN(CC1)C=1SC2=C(N1)C=CC(=C2)Cl)=O ([3-[[1-(6-chlorobenzothiazole-2-yl)pyrrolidine-3-ylamino]methyl]phenyl]acetic acid methyl ester), ICCCC (1-iodobutane), C([O-])([O-])=O.[K+].[K+] (potassium carbonate), CN(C=O)C (dimethylformamide). Run in O (water). Run at temperature 80 celsius, time 3.5 hour. Product: COC(CC1=CC(=CC=C1)CN(C1CN(CC1)C=1SC2=C(N1)C=CC(=C2)Cl)CCCC)=O ([3-[[butyl[1-(6-chlorobenzothiazole-2-yl)pyrrolidine-3-yl]amino]methyl]phenyl]acetic acid methyl ester). Isolated yield 36.0%. RXN SMILES: [CH3:1][O:2][C:3](=[O:28])[CH2:4][C:5]1[CH:10]=[CH:9][CH:8]=[C:7]([CH2:11][NH:12][CH:13]2[CH2:17][CH2:16][N:15]([C:18]3[S:19][C:20]4[CH:26]=[C:25]([Cl:27])[CH:24]=[CH:23][C:21]=4[N:22]=3)[CH2:14]2)[CH:6]=1.I[CH2:30][CH2:31][CH2:32][CH3:33].C(=O)([O-])[O-].[K+].[K+].CN(C)C=O>O>[CH3:1][O:2][C:3](=[O:28])[CH2:4][C:5]1[CH:10]=[CH:9][CH:8]=[C:7]([CH2:11][N:12]([CH2:30][CH2:31][CH2:32][CH3:33])[CH:13]2[CH2:17][CH2:16][N:15]([C:18]3[S:19][C:20]4[CH:26]=[C:25]([Cl:27])[CH:24]=[CH:23][C:21]=4[N:22]=3)[CH2:14]2)[CH:6]=1 |f:2.3.4|. Procedure details: A mixture of [3-[[1-(6-chlorobenzothiazole-2-yl)pyrrolidine-3-ylamino]methyl]phenyl]acetic acid methyl ester (68 mg), 1-iodobutane (37 μL), potassium carbonate (45 mg) and dimethylformamide (1 mL) was stirred at 80° C. for 3.5 hours. To the reaction solution was added water and extracted with ethyl acetate. The organic layer was washed with water and brine, and dried over sodium sulphate. The residue was purified by column chromatograph on silica gel to give the title compound (28 mg). Yield: 36... Reactants: COc3ccc2ccc(c1ccccc1)cc2c3 (substrate), Cn2cnc1ccccc12 (effective_coupling_partner). The reagents and catalysts are CDC. Conditions: temperature 90 celsius, time 16 hour. Yields the product Cn5c(c3ccc2ccc(c1ccccc1)cc2c3)nc4ccccc45. Procedure details: rac-3-{4-[5-(2-Ethoxy-6-methyl-pyrimidin-4-yl)-[1,2,4]oxadiazol-3-yl]-2,6-dimethyl-phenoxy}-propane-1,2-diol is prepared in analogy to rac-3-{4-[5-(2-ethylamino-6-methyl-pyrimidin-4-yl)-[1,2,4]oxadiazol-3-yl]-2,6-dimethyl-phenoxy}-propane-1,2-diol using 2-ethoxy-6-methyl-pyrimidine-4-carboxylic acid; LC-MS: tR=0.81 min*; [M+H]+=401.07. Reaction SMILES: C(N[C:4]1[N:9]=[C:8]([C:10]2[O:14][N:13]=[C:12]([C:15]3[CH:26]=[C:25]([CH3:27])[C:18]([O:19][CH2:20][CH:21]([OH:24])[CH2:22][OH:23])=[C:17]([CH3:28])[CH:16]=3)[N:11]=2)[CH:7]=[C:6]([CH3:29])[N:5]=1)C.[CH2:30]([O:32]C1N=C(C(O)=O)C=C(C)N=1)[CH3:31]>>[CH2:30]([O:32][C:4]1[N:9]=[C:8]([C:10]2[O:14][N:13]=[C:12]([C:15]3[CH:26]=[C:25]([CH3:27])[C:18]([O:19][CH2:20][CH:21]([OH:24])[CH2:22][OH:23])=[C:17]([CH3:28])[CH:16]=3)[N:11]=2)[CH:7]=[C:6]([CH3:29])[N:5]=1)[CH3:31]. Product: C(C)OC1=NC(=CC(=N1)C1=NC(=NO1)C1=CC(=C(OCC(CO)O)C(=C1)C)C)C (rac-3-{4-[5-(2-Ethoxy-6-methyl-pyrimidin-4-yl)-[1,2,4]oxadiazol-3-yl]-2,6-dimethyl-phenoxy}-propane-1,2-diol). Starting materials: C(C)NC1=NC(=CC(=N1)C1=NC(=NO1)C1=CC(=C(OCC(CO)O)C(=C1)C)C)C (rac-3-{4-[5-(2-ethylamino-6-methyl-pyrimidin-4-yl)-[1,2,4]oxadiazol-3-yl]-2,6-dimethyl-phenoxy}-propane-1,2-diol), C(C)OC1=NC(=CC(=N1)C(=O)O)C (2-ethoxy-6-methyl-pyrimidine-4-carboxylic acid). Starting materials: CCN(C(C)C)C(C)C, ClCCl, O=S(=O)(Cl)CCc1ccccc1F, NCc1nc2ncccc2c(=O)[nH]1. The product is O=c1[nH]c(CNS(=O)(=O)CCc2ccccc2F)nc2ncccc12. As a reaction SMILES: [CH:14]([N:15]([CH2:16][CH3:17])[CH:18]([CH3:19])[CH3:20])([CH3:21])[CH3:22].[Cl:36][CH2:37][Cl:38].[F:23][c:24]1[c:25]([CH2:30][CH2:31][S:32](=[O:33])(=[O:34])[Cl:35])[cH:26][cH:27][cH:28][cH:29]1.[NH2:1][CH2:2][c:3]1[nH:4][c:5](=[O:13])[c:6]2[c:7]([n:8]1)[n:9][cH:10][cH:11][cH:12]2>>[NH:1]([CH2:2][c:3]1[nH:4][c:5](=[O:13])[c:6]2[c:7]([n:8]1)[n:9][cH:10][cH:11][cH:12]2)[S:32]([CH2:31][CH2:30][c:25]1[c:24]([F:23])[cH:29][cH:28][cH:27][cH:26]1)(=[O:33])=[O:34]. Starting materials: COC1=CC=2N=C3C=CC=CC3=CC2C=2C1=NC1=CC=CC=C1C2 (6-methoxyquinoacridine), [Cl-].[Al+3].[Cl-].[Cl-] (aluminium chloride). The solvent is C1=CC=CC=C1 (benzene). Reaction conditions: temperature 80 celsius. Product: OC=1C=C2N(C=3C=CC=CC3C3=C2C(C1)=C1C=CC=CC1=N3)C (6-Hydroxy-8-methyl-8H-quino[4,3,2-kl]acridine). Reaction SMILES: C[O:2][C:3]1[C:16]2=NC3C(C=[C:15]2[C:14]2[CH:13]=[C:12]4[C:7]([CH:8]=[CH:9][CH:10]=[CH:11]4)=[N:6][C:5]=2[CH:4]=1)=CC=CC=3.[Cl-].[Al+3].[Cl-].[Cl-]>C1C=CC=CC=1>[OH:2][C:3]1[CH:16]=[C:15]2[C:14]3[C:13](=[C:12]4[C:7](=[N:6][C:5]=3[C:14]3[CH:15]=[CH:16][CH:3]=[CH:4][C:5]=3[N:6]2[CH3:7])[CH:8]=[CH:9][CH:10]=[CH:11]4)[CH:4]=1 |f:1.2.3.4|. Procedure details: (Method K) (Demethylation) The appropriate 6-methoxyquinoacridine was suspended in benzene and anhydrous aluminium chloride added (3 eq). The mixture was heated to 80° C., giving a red oily suspension and bright green haze on the solvent, until complete reaction was seen by tlc (0.2 mL sample, 0.5 mL methanol quench, 0.2 mL sat. aq. NaHCO3 neutralisation, neat EtOAC eluent) then allowed to cool to room temperature. Methanol was added slowly with ice cooling of the suspension and the stirring con...